From a dataset of the Open Reaction Database (ORD), a public repository of structured organic reaction records. describe an organic reaction: reactants, conditions, products, and yield Reagents/catalysts: C1=CC=C(C=C1)P([C-]2C=CC=C2)C3=CC=CC=C3.C1=CC=C(C=C1)P([C-]2C=CC=C2)C3=CC=CC=C3.Cl[Pd]Cl.[Fe+2].C(Cl)Cl (PdCl2(dppf) CH2Cl2). Run in O1CCOCC1 (dioxane), O (water). The yield is 22.8%. Procedure: 3-(1,1-dioxidotetrahydro-2H-thiopyran-4-yl)-5-(4,4,5,5-tetramethyl-1,3,2-dioxaborolan-2-yl)-1H-indole-7-carboxamide (60 mg, 0.14 mmol), 2-bromo-1,3-thiazole (29 mg, 1.2 eq), PdCl2(dppf)-CH2Cl2 adduct (19 mg, 0.02 mmol, 0.16 eq), potassium carbonate (90 mg, 4.6 eq) were diluted in a mixture of dioxane (3 mL) and water (1.5 mL) in a 2-5 mL biotage microwave reaction tube. After the mixture was degassed by bubbling argon through for 5 minutes, it was heated in a biotage microwave at normal absorpti... RXN SMILES: [O:1]=[S:2]1(=[O:29])[CH2:7][CH2:6][CH:5]([C:8]2[C:16]3[C:11](=[C:12]([C:26]([NH2:28])=[O:27])[CH:13]=[C:14](B4OC(C)(C)C(C)(C)O4)[CH:15]=3)[NH:10][CH:9]=2)[CH2:4][CH2:3]1.Br[C:31]1[S:32][CH:33]=[CH:34][N:35]=1.C(=O)([O-])[O-].[K+].[K+]>O1CCOCC1.O.C1C=CC(P(C2C=CC=CC=2)[C-]2C=CC=C2)=CC=1.C1C=CC(P(C2C=CC=CC=2)[C-]2C=CC=C2)=CC=1.Cl[Pd]Cl.[Fe+2].C(Cl)Cl>[O:1]=[S:2]1(=[O:29])[CH2:7][CH2:6][CH:5]([C:8]2[C:16]3[C:11](=[C:12]([C:26]([NH2:28])=[O:27])[CH:13]=[C:14]([C:31]4[S:32][CH:33]=[CH:34][N:35]=4)[CH:15]=3)[NH:10][CH:9]=2)[CH2:4][CH2:3]1 |f:2.3.4,7.8.9.10.11|. The product is O=S1(CCC(CC1)C1=CNC2=C(C=C(C=C12)C=1SC=CN1)C(=O)N)=O (3-(1,1-Dioxidotetrahydro-2H-thiopyran-4-yl)-5-(1,3-thiazol-2-yl)-1H-indole-7-carboxamide). The reactants are O=S1(CCC(CC1)C1=CNC2=C(C=C(C=C12)B1OC(C(O1)(C)C)(C)C)C(=O)N)=O (3-(1,1-dioxidotetrahydro-2H-thiopyran-4-yl)-5-(4,4,5,5-tetramethyl-1,3,2-dioxaborolan-2-yl)-1H-indole-7-carboxamide), BrC=1SC=CN1 (2-bromo-1,3-thiazole), C([O-])([O-])=O.[K+].[K+] (potassium carbonate). Run at temperature 10 celsius. Reactants: O=C(Nc1ccccc1)c1cn2cc(Br)ccc2n1, CCOC(=O)c1cn2cc(I)ccc2n1. Product: O=C(Nc1ccccc1)c1cn2cc(I)ccc2n1. As a reaction SMILES: [Br:1][c:2]1[cH:3][cH:4][c:5]2[n:6]([cH:7]1)[cH:8][c:9]([C:11](=[O:12])[NH:13][c:14]1[cH:15][cH:16][cH:17][cH:18][cH:19]1)[n:10]2.[I:20][c:21]1[cH:22][cH:23][c:24]2[n:25]([cH:26][c:27]([C:28]([O:29][CH2:30][CH3:31])=[O:32])[n:33]2)[cH:34]1>>[c:2]1([I:20])[cH:3][cH:4][c:5]2[n:6]([cH:7]1)[cH:8][c:9]([C:11](=[O:12])[NH:13][c:14]1[cH:15][cH:16][cH:17][cH:18][cH:19]1)[n:10]2. Starting materials: ClC1=C(OC2=CC=C(C=C2)O)C=CC=C1 (4-(2-chlorophenoxy)phenol), C(C=C)Br (allyl bromide), C([O-])([O-])=O.[K+].[K+] (potassium carbonate). The solvent is C(C(C)C)C(=O)C (methyl isobutyl ketone). Run at temperature 230 celsius, time 2 hour. Yields the product C(C=C)C1=C(C=CC(=C1)OC1=C(C=CC=C1)Cl)O (2-allyl-4-(2-chlorophenoxy)phenol). Isolated yield 82.9%. RXN SMILES: [Cl:1][C:2]1[CH:15]=[CH:14][CH:13]=[CH:12][C:3]=1[O:4][C:5]1[CH:10]=[CH:9][C:8]([OH:11])=[CH:7][CH:6]=1.[CH2:16](Br)[CH:17]=[CH2:18].C(=O)([O-])[O-].[K+].[K+]>C(C(C)=O)C(C)C>[CH2:18]([C:7]1[CH:6]=[C:5]([O:4][C:3]2[CH:12]=[CH:13][CH:14]=[CH:15][C:2]=2[Cl:1])[CH:10]=[CH:9][C:8]=1[OH:11])[CH:17]=[CH2:16] |f:2.3.4|. Reported procedure: A mixture of 4-(2-chlorophenoxy)phenol (15 g), allyl bromide (12.5 g) and potassium carbonate (14 g) in methyl isobutyl ketone (100 ml) was refluxed under heating for 3 hours. After cooling, the reaction mixture was filtered, and the filtrate was evaporated. The residue was dissolved in diethyl ether, washed with dil. aqueous sodium hydroxide and water, dried and evaporated. The oily residue was stirred in a oil bath at 230° C. for 2 hours and distilled to give 2-allyl-4-(2-chlorophenoxy)phenol ... Starting materials: O=C([O-])[O-], CCOC(=O)c1cc2cccnc2n(Cc2ccccc2)c1=O, C1COCCO1, [K+], [K+], O. Product: O=C(O)c1cc2cccnc2n(Cc2ccccc2)c1=O. As a reaction SMILES: [C:24](=[O:25])([O-:26])[O-:27].[CH2:1]([c:2]1[cH:3][cH:4][cH:5][cH:6][cH:7]1)[n:8]1[c:9](=[O:23])[c:10]([C:18](=[O:19])[O:20][CH2:21][CH3:22])[cH:11][c:12]2[cH:13][cH:14][cH:15][n:16][c:17]12.[CH2:31]1[O:32][CH2:33][CH2:34][O:35][CH2:36]1.[K+:28].[K+:29].[OH2:30]>>[CH2:1]([c:2]1[cH:3][cH:4][cH:5][cH:6][cH:7]1)[n:8]1[c:9](=[O:23])[c:10]([C:18](=[O:19])[OH:20])[cH:11][c:12]2[cH:13][cH:14][cH:15][n:16][c:17]12. Starting materials: C(Cl)(Cl)(Cl)Cl (Carbon tetrachloride), C1(=CC=CC=C1)P(C1=CC=CC=C1)C1=CC=CC=C1 (triphenylphosphine), OCCS(=O)(=O)C=1C=C2CCN(C2=CC1)C1=CC(=NC=N1)OC1CCN(CC1)C(=O)OC(C)(C)C (tert-butyl 4-[(6-{5-[(2-hydroxyethyl)sulfonyl]indolin-1-yl}pyrimidin-4-yl)oxy]piperidine-1-carboxylate). Solvent: ClCCl (dichloromethane). Conditions: time 8 hour. The product is ClCCS(=O)(=O)C=1C=C2CCN(C2=CC1)C1=CC(=NC=N1)OC1CCN(CC1)C(=O)OC(C)(C)C (tert-butyl 4-[(6-{5-[(2-chloroethyl)sulfonyl]indolin-1-yl}pyrimidin-4-yl)oxy]piperidine-1-carboxylate). Isolated yield 62.4%. RXN SMILES: [C:1]([Cl:5])(Cl)(Cl)Cl.C1(P(C2C=CC=CC=2)C2C=CC=CC=2)C=CC=CC=1.OC[CH2:27][S:28]([C:31]1[CH:32]=[C:33]2[C:37](=[CH:38][CH:39]=1)[N:36]([C:40]1[N:45]=[CH:44][N:43]=[C:42]([O:46][CH:47]3[CH2:52][CH2:51][N:50]([C:53]([O:55][C:56]([CH3:59])([CH3:58])[CH3:57])=[O:54])[CH2:49][CH2:48]3)[CH:41]=1)[CH2:35][CH2:34]2)(=[O:30])=[O:29]>ClCCl>[Cl:5][CH2:1][CH2:27][S:28]([C:31]1[CH:32]=[C:33]2[C:37](=[CH:38][CH:39]=1)[N:36]([C:40]1[N:45]=[CH:44][N:43]=[C:42]([O:46][CH:47]3[CH2:48][CH2:49][N:50]([C:53]([O:55][C:56]([CH3:59])([CH3:58])[CH3:57])=[O:54])[CH2:51][CH2:52]3)[CH:41]=1)[CH2:35][CH2:34]2)(=[O:30])=[O:29]. Reported procedure: Carbon tetrachloride (58 μL, 0.601 mmol) and triphenylphosphine (52 mg, 0.198 mmol) were added to a dichloromethane (5 mL) solution of the tert-butyl 4-[(6-{5-[(2-hydroxyethyl)sulfonyl]indolin-1-yl}pyrimidin-4-yl)oxy]piperidine-1-carboxylate (49.9 mg, 0.0990 mmol) produced in Example 84, and the mixture was stirred overnight at room temperature. From the reaction solution, the solvent was distilled off under reduced pressure. The obtained residue was purified by silica gel column chromatography ...